describe an organic reaction: reactants, conditions, products, and yield From a dataset of the Open Reaction Database (ORD), a public repository of structured organic reaction records. Reactants: C(C)(=O)N1C(CC2=CC(=CC=C12)C(C)=O)=O (1,5-diacetyl-2-indolinone), FC1(OC2=C(O1)C=CC(=C2)C(=O)O)F (2,2-difluoro-benzo[1,3]dioxol-5-carboxylic acid). The product is C(C)(=O)N1C(C(C2=CC(=CC=C12)C(C)=O)=C(O)C1=CC2=C(OC(O2)(F)F)C=C1)=O (1,5-diacetyl-3-[(2,2-difluoro-benzo[1,3]dioxol-5-yl)-hydroxy-methylidene]-2-indolinone). RXN SMILES: [C:1]([N:4]1[C:12]2[C:7](=[CH:8][C:9]([C:13](=[O:15])[CH3:14])=[CH:10][CH:11]=2)[CH2:6][C:5]1=[O:16])(=[O:3])[CH3:2].[F:17][C:18]1([F:30])[O:22][C:21]2[CH:23]=[CH:24][C:25]([C:27](O)=[O:28])=[CH:26][C:20]=2[O:19]1>>[C:1]([N:4]1[C:12]2[C:7](=[CH:8][C:9]([C:13](=[O:15])[CH3:14])=[CH:10][CH:11]=2)[C:6](=[C:27]([C:25]2[CH:24]=[CH:23][C:21]3[O:22][C:18]([F:30])([F:17])[O:19][C:20]=3[CH:26]=2)[OH:28])[C:5]1=[O:16])(=[O:3])[CH3:2]. Procedure details: Prepared from 1,5-diacetyl-2-indolinone and 2,2-difluoro-benzo[1,3]dioxol-5-carboxylic acid Procedure details: 10 g (10.3 mmol) of benzhydryl 7-[(Z)-2-(1-tert-butoxycarbonyl-1-methylethoxyimino)-2-(2-tritylaminothiazol-4-yl)acetamido]-3-chloromethyl-3-cephem- 4-carboxylate was dissolved in 200 ml of methylene chloride, and 1.78 g (10.3 mmol) of m-chloroperbenzoic acid was added under cooling with ice in 10 minutes. The mixture was further stirred for 20 minutes. To the reaction solution, 40 ml of a 10% sodium thiosulfate aqueous solution was added for extraction. Then, the organic layer was dried over an... RXN SMILES: [C:1]([O:5][C:6]([C:8]([CH3:68])([O:10]/[N:11]=[C:12](/[C:43]1[N:44]=[C:45]([NH:48][C:49]([C:62]2[CH:67]=[CH:66][CH:65]=[CH:64][CH:63]=2)([C:56]2[CH:61]=[CH:60][CH:59]=[CH:58][CH:57]=2)[C:50]2[CH:55]=[CH:54][CH:53]=[CH:52][CH:51]=2)[S:46][CH:47]=1)\[C:13]([NH:15][CH:16]1[C:41](=[O:42])[N:18]2[C:19]([C:25]([O:27][CH:28]([C:35]3[CH:40]=[CH:39][CH:38]=[CH:37][CH:36]=3)[C:29]3[CH:34]=[CH:33][CH:32]=[CH:31][CH:30]=3)=[O:26])=[C:20]([CH2:23][Cl:24])[CH2:21][S:22][C@H:17]12)=[O:14])[CH3:9])=[O:7])([CH3:4])([CH3:3])[CH3:2].ClC1C=CC=C(C(OO)=[O:77])C=1.S([O-])([O-])(=O)=S.[Na+].[Na+]>C(Cl)Cl>[C:1]([O:5][C:6]([C:8]([CH3:68])([O:10]/[N:11]=[C:12](/[C:43]1[N:44]=[C:45]([NH:48][C:49]([C:50]2[CH:51]=[CH:52][CH:53]=[CH:54][CH:55]=2)([C:56]2[CH:57]=[CH:58][CH:59]=[CH:60][CH:61]=2)[C:62]2[CH:63]=[CH:64][CH:65]=[CH:66][CH:67]=2)[S:46][CH:47]=1)\[C:13]([NH:15][CH:16]1[C:41](=[O:42])[N:18]2[C:19]([C:25]([O:27][CH:28]([C:29]3[CH:34]=[CH:33][CH:32]=[CH:31][CH:30]=3)[C:35]3[CH:40]=[CH:39][CH:38]=[CH:37][CH:36]=3)=[O:26])=[C:20]([CH2:23][Cl:24])[CH2:21][S:22](=[O:77])[C@H:17]12)=[O:14])[CH3:9])=[O:7])([CH3:2])([CH3:3])[CH3:4] |f:2.3.4|. Solvent: C(Cl)Cl (methylene chloride). Run at time 20 minute. The reactants are ClC1=CC(=CC=C1)C(=O)OO (m-chloroperbenzoic acid), C(C)(C)(C)OC(=O)C(C)(O\N=C(/C(=O)NC1[C@@H]2N(C(=C(CS2)CCl)C(=O)OC(C2=CC=CC=C2)C2=CC=CC=C2)C1=O)\C=1N=C(SC1)NC(C1=CC=CC=C1)(C1=CC=CC=C1)C1=CC=CC=C1)C (benzhydryl 7-[(Z)-2-(1-tert-butoxycarbonyl-1-methylethoxyimino)-2-(2-tritylaminothiazol-4-yl)acetamido]-3-chloromethyl-3-cephem- 4-carboxylate), S(=S)(=O)([O-])[O-].[Na+].[Na+] (sodium thiosulfate). Yields the product C(C)(C)(C)OC(=O)C(C)(O\N=C(/C(=O)NC1[C@@H]2N(C(=C(CS2=O)CCl)C(=O)OC(C2=CC=CC=C2)C2=CC=CC=C2)C1=O)\C=1N=C(SC1)NC(C1=CC=CC=C1)(C1=CC=CC=C1)C1=CC=CC=C1)C (Benzhydryl 7-[(Z)-2-(1-tert-butoxycarbonyl-1-methylethoxyimino)-2-(2-tritylaminothiazol-4-yl) acetamido]-3-chloromethyl-3-cephem-4-carboxylate 1-oxide). Reactants: [Li]CCCC (n-BuLi), CP(OC)(OC)=O (dimethyl methylphosphonate), C(C#CCCC)(=O)OC (Methyl hexynoate). Run in C1CCOC1 (THF). Run at time 30 minute. Product: O=C(CP(OC)(OC)=O)CCCC#C (Dimethyl 2-oxohept-6-ynylphosphonate). Yield: 17.0%. As a reaction SMILES: [CH3:1][P:2](=[O:7])([O:5][CH3:6])[O:3][CH3:4].[Li]CCCC.[C:13](OC)(=[O:19])[C:14]#[C:15][CH2:16][CH2:17][CH3:18]>C1COCC1>[O:19]=[C:13]([CH2:14][CH2:15][CH2:16][C:17]#[CH:18])[CH2:1][P:2](=[O:7])([O:5][CH3:6])[O:3][CH3:4]. Procedure details: To a solution of dimethyl methylphosphonate (2.16 mL, 20 mmol) in anhydrous THF (30 mL), cooled at −78° C. was added n-BuLi (1.6 M in hexane, 13.75 mL, 22 mmol). The mixture was stirred for 30 minutes at this temperature under nitrogen. Methyl hexynoate (1.26 g, 10 mmol) was added dropwise for 10 minutes. The mixture was stirred for 2 hours at −78° C., gradually was warm to room temperature. The mixture was quenched with addition of 1N HCl to pH 4-5. The organic layer was separated, washed with ... Reactants: CC(C#CC=1C=C(C=NC1)N1CCN(CCC1)C(=O)OC(C)(C)C)(C)O (1-[5-(3-methyl-3-hydroxy-butyn-1-yl)-3-pyridyl]-4-tert-butoxycarbonyl-homopiperazine), [H-].[Na+] (sodium hydride). Solvent: C1(=CC=CC=C1)C (toluene). Reaction conditions: temperature 110 celsius, time 3 hour. Product: C(#C)C=1C=C(C=NC1)N1CCN(CCC1)C(=O)OC(C)(C)C (1-(5-Ethynyl-3-pyridyl)-4-tert-butoxycarbonyl-homopiperazine). RXN SMILES: CC(O)(C)[C:3]#[C:4][C:5]1[CH:6]=[C:7]([N:11]2[CH2:17][CH2:16][CH2:15][N:14]([C:18]([O:20][C:21]([CH3:24])([CH3:23])[CH3:22])=[O:19])[CH2:13][CH2:12]2)[CH:8]=[N:9][CH:10]=1.[H-].[Na+]>C1(C)C=CC=CC=1>[C:4]([C:5]1[CH:6]=[C:7]([N:11]2[CH2:17][CH2:16][CH2:15][N:14]([C:18]([O:20][C:21]([CH3:24])([CH3:23])[CH3:22])=[O:19])[CH2:13][CH2:12]2)[CH:8]=[N:9][CH:10]=1)#[CH:3] |f:1.2|. Procedure: A mixture of 1-[5-(3-methyl-3-hydroxy-butyn-1-yl)-3-pyridyl]-4-tert-butoxycarbonyl-homopiperazine (0.40 g, 1.1 mmol), sodium hydride 60% (4.5 mg, 0.11 mmol) and toluene (10 ml) was stirred at 110° C. for 3 h. The crude mixture was purified by chromatography on silica gel with ethyl acetate: toluene, (3:1) gave the title compound. Yield 0.13 g, 39%.